Dataset: the Open Reaction Database (ORD), a public repository of structured organic reaction records. Task: describe an organic reaction: reactants, conditions, products, and yield The reactants are CC(N)C(C)(C)O[Si](C)(C)C(C)(C)C, CC#N, C=CCC(O)(CCCl)c1ccccc1, [K+], [K+], O=C([O-])[O-]. Yields the product C=CCC(O)(CCNC(C)C(C)(C)O[Si](C)(C)C(C)(C)C)c1ccccc1. RXN SMILES: [C:1]([CH3:2])([CH3:3])([CH3:4])[Si:5]([O:6][C:7]([CH:8]([CH3:9])[NH2:10])([CH3:11])[CH3:12])([CH3:13])[CH3:14].[CH3:35][C:36]#[N:37].[Cl:15][CH2:16][CH2:17][C:18]([CH2:19][CH:20]=[CH2:21])([OH:22])[c:23]1[cH:24][cH:25][cH:26][cH:27][cH:28]1.[K+:29].[K+:30].[O-:31][C:32]([O-:33])=[O:34]>>[C:1]([CH3:2])([CH3:3])([CH3:4])[Si:5]([O:6][C:7]([CH:8]([CH3:9])[NH:10][CH2:16][CH2:17][C:18]([CH2:19][CH:20]=[CH2:21])([OH:22])[c:23]1[cH:24][cH:25][cH:26][cH:27][cH:28]1)([CH3:11])[CH3:12])([CH3:13])[CH3:14]. Reported procedure: 5-(But-3-enyl)-4-phenyl-3-p-tolyl-1H-pyrazole (360 mg, 1.248 mmol) was dissolved in MeOH (20 mL) and DCM (5 mL). The reaction was cooled to −78° C. and ozone was bubbled through the solution. After the starting material was consumed, the reaction was cooled in an ice bath. Sodium borohydride (70.8 mg, 1.872 mmol) was added to the reaction. The reaction was warmed to room temperature and stirred for an hour. The solvent was removed under reduced pressure and the reaction was extracted (50 mL each... Solvent: C(Cl)Cl (DCM). Reaction conditions: temperature -78 celsius. The product is C1(=CC=CC=C1)C=1C(=NNC1CCCO)C1=CC=C(C=C1)C (3-(4-Phenyl-3-p-tolyl-1H-pyrazol-5-yl)propan-1-ol). Reactants: C(CC=C)C1=C(C(=NN1)C1=CC=C(C=C1)C)C1=CC=CC=C1 (5-(But-3-enyl)-4-phenyl-3-p-tolyl-1H-pyrazole), CO (MeOH), [BH4-].[Na+] (Sodium borohydride). As a reaction SMILES: [CH2:1]([C:5]1[NH:9][N:8]=[C:7]([C:10]2[CH:15]=[CH:14][C:13]([CH3:16])=[CH:12][CH:11]=2)[C:6]=1[C:17]1[CH:22]=[CH:21][CH:20]=[CH:19][CH:18]=1)[CH2:2][CH:3]=C.[BH4-].[Na+].C[OH:26]>C(Cl)Cl>[C:17]1([C:6]2[C:7]([C:10]3[CH:15]=[CH:14][C:13]([CH3:16])=[CH:12][CH:11]=3)=[N:8][NH:9][C:5]=2[CH2:1][CH2:2][CH2:3][OH:26])[CH:22]=[CH:21][CH:20]=[CH:19][CH:18]=1 |f:1.2|. Starting materials: CC(C)(C)OC(=O)N1CCC(N2CCC(Oc3ccc(Cl)c(Cl)c3)CC2)CC1, ClCCl, O=C(O)C(F)(F)F. The product is Clc1ccc(OC2CCN(C3CCNCC3)CC2)cc1Cl. As a reaction SMILES: [C:1]([O:2][C:3](=[O:4])[N:8]1[CH2:9][CH2:10][CH:11]([N:14]2[CH2:15][CH2:16][CH:17]([O:20][c:21]3[cH:22][c:23]([Cl:28])[c:24]([Cl:27])[cH:25][cH:26]3)[CH2:18][CH2:19]2)[CH2:12][CH2:13]1)([CH3:5])([CH3:6])[CH3:7].[Cl:36][CH2:37][Cl:38].[OH:29][C:30]([C:31]([F:32])([F:33])[F:34])=[O:35]>>[NH:8]1[CH2:9][CH2:10][CH:11]([N:14]2[CH2:15][CH2:16][CH:17]([O:20][c:21]3[cH:22][c:23]([Cl:28])[c:24]([Cl:27])[cH:25][cH:26]3)[CH2:18][CH2:19]2)[CH2:12][CH2:13]1. Run in ClCCl (dichloromethane). Starting materials: C(C)(=O)OC(C)=O (acetic anhydride), N1=CC=CC=C1 (Pyridine), ClC1=NC(=C(C(=C1[N+](=O)[O-])NCCO)C)C (2-(2-chloro-5,6-dimethyl-3-nitropyridin-4-ylamino)ethanol). Reaction SMILES: N1C=CC=CC=1.[Cl:7][C:8]1[C:13]([N+:14]([O-:16])=[O:15])=[C:12]([NH:17][CH2:18][CH2:19][OH:20])[C:11]([CH3:21])=[C:10]([CH3:22])[N:9]=1.[C:23](OC(=O)C)(=[O:25])[CH3:24]>CN(C)C1C=CN=CC=1.ClCCl>[Cl:7][C:8]1[C:13]([N+:14]([O-:16])=[O:15])=[C:12]([NH:17][CH2:18][CH2:19][O:20][C:23](=[O:25])[CH3:24])[C:11]([CH3:21])=[C:10]([CH3:22])[N:9]=1. Run at time 1.3 hour. Isolated yield 95.6%. Procedure details: Pyridine (1.0 mL, 12 mmol) and 4-dimethylaminopyridine (DMAP) (0.005 g, 0.04 mmol) was added to a solution of 2-(2-chloro-5,6-dimethyl-3-nitropyridin-4-ylamino)ethanol (0.50 g, 2.0 mmol) in anhydrous dichloromethane (4.5 mL). Under a nitrogen atmosphere, acetic anhydride (0.8 mL, 8 mmol) was added, and the yellow solution was stirred at room temperature for 1.3 hours. The volatiles were removed under reduced pressure, and the residual yellow oil was dissolved in dichloromethane. The solution was... Product: ClC1=NC(=C(C(=C1[N+](=O)[O-])NCCOC(C)=O)C)C (acetic acid 2-(2-chloro-5,6-dimethyl-3-nitropyridin-4-ylamino)ethyl ester). The reagents and catalysts are CN(C1=CC=NC=C1)C (4-dimethylaminopyridine). The yield is 98.0%. Reaction SMILES: [I:1][C:2]1[CH:7]=[N:6][NH:5][C:4](=[O:8])[CH:3]=1.C1(C)C=CC(S([O-])(=O)=O)=CC=1.[NH+]1C=CC=CC=1.[O:26]1[CH:31]=[CH:30][CH2:29][CH2:28][CH2:27]1>O1CCCC1>[I:1][C:2]1[CH:7]=[N:6][N:5]([CH:27]2[CH2:28][CH2:29][CH2:30][CH2:31][O:26]2)[C:4](=[O:8])[CH:3]=1 |f:1.2|. Procedure: A solution of 5-iodo-2H-pyridazin-3-one (66 g, 0.30 mol) in tetrahydrofuran (500 mL) was treated with pyridinium para-toluene sulfonate (14.3 g, 0.057 mol) and 3,4-dihydro-2H-pyran (52 mL). The reaction mixture was stirred at reflux for 5 h. At this time, the reaction was treated with another aliquot of 3,4-dihydro-2H-pyran (32.5 mL). The solution was stirred at reflux overnight. At this time, the solution was concentrated in vacuo. Chromatography (ethyl acetate/petroleum ether=1/2) afforded 5-i... Yields the product ethyl acetate petroleum ether, IC1=CC(N(N=C1)C1OCCCC1)=O (5-iodo-2-(tetrahydro-pyran-2-yl)-2H-pyridazin-3-one). Solvent: O1CCCC1 (tetrahydrofuran). Reactants: O1CCCC=C1 (3,4-dihydro-2H-pyran), IC1=CC(NN=C1)=O (5-iodo-2H-pyridazin-3-one), C1(=CC=C(C=C1)S(=O)(=O)[O-])C.[NH+]1=CC=CC=C1 (pyridinium para-toluene sulfonate), O1CCCC=C1 (3,4-dihydro-2H-pyran). Reactants: COC(\C=C\C=1C(=NC(=NC1C1=C(C=CC=C1)F)SC)NC1=C(C=CC=C1F)F)=O ((E)-3-[4-(2,6-difluoro-phenyl amino)-6-(2-fluoro-phenyl)-2-methylsulfanyl-pyrimidin-5-yl]-acrylic acid methyl ester), C[O-].[Na+] (sodium methoxide). Product: FC1=C(C(=CC=C1)F)N1C(C=CC2=C1N=C(N=C2C2=C(C=CC=C2)F)OC)=O (8-(2,6-difluoro-phenyl)-4-(2-fluoro-phenyl)-2-methoxy-8H-pyrido[2,3-d]pyrimidin-7-one). RXN SMILES: CO[C:3](=[O:30])/[CH:4]=[CH:5]/[C:6]1[C:7]([NH:21][C:22]2[C:27]([F:28])=[CH:26][CH:25]=[CH:24][C:23]=2[F:29])=[N:8][C:9](SC)=[N:10][C:11]=1[C:12]1[CH:17]=[CH:16][CH:15]=[CH:14][C:13]=1[F:18].[CH3:31][O-:32].[Na+]>>[F:28][C:27]1[CH:26]=[CH:25][CH:24]=[C:23]([F:29])[C:22]=1[N:21]1[C:7]2[N:8]=[C:9]([O:32][CH3:31])[N:10]=[C:11]([C:12]3[CH:17]=[CH:16][CH:15]=[CH:14][C:13]=3[F:18])[C:6]=2[CH:5]=[CH:4][C:3]1=[O:30] |f:1.2|. Procedure: Prepared as described above in Example 98 starting from (E)-3-[4-(2,6-difluoro-phenyl amino)-6-(2-fluoro-phenyl)-2-methylsulfanyl-pyrimidin-5-yl]-acrylic acid methyl ester and sodium methoxide to afford the title compound 8-(2,6-difluoro-phenyl)-4-(2-fluoro-phenyl)-2-methoxy-8H-pyrido[2,3-d]pyrimidin-7-one. 1H-NMR (CDCl3) δ 3.82 (s, 3H), 6.56 (d, 1H, J=9.6 Hz), 7.08 (m, 2H), 7.26-7.59 (m, 6H). LC MS (m/e)=384 (MH+). Rt=2.22 min. Starting materials: O=C([O-])O, CN(C)C=O, ClP(Cl)Cl, [Na+], O, COc1cc(C)ccc1-c1nc(C)c(-c2cccnc2)n1O. Product: COc1cc(C)ccc1-c1nc(C)c(-c2cccnc2)[nH]1. As a reaction SMILES: [C:28](=[O:29])([OH:30])[O-:31].[CH3:33][N:34]([CH3:35])[CH:36]=[O:37].[Cl:23][P:24]([Cl:25])[Cl:26].[Na+:32].[OH2:27].[OH:1][n:2]1[c:3](-[c:14]2[c:15]([O:21][CH3:22])[cH:16][c:17]([CH3:20])[cH:18][cH:19]2)[n:4][c:5]([CH3:13])[c:6]1-[c:7]1[cH:8][n:9][cH:10][cH:11][cH:12]1>>[nH:2]1[c:3](-[c:14]2[c:15]([O:21][CH3:22])[cH:16][c:17]([CH3:20])[cH:18][cH:19]2)[n:4][c:5]([CH3:13])[c:6]1-[c:7]1[cH:8][n:9][cH:10][cH:11][cH:12]1. The reactants are COC1=NC=CC(=C1)CCC(=O)OCC (Ethyl β-(2-methoxy-4-pyridyl)propionate), Cl (HCl), C([O-])([O-])=O.[K+].[K+] (potassium carbonate). The solvent is C(C)O (ethanol), O (water). The product is OC1=NC=CC(=C1)CCC(=O)OCC (ethyl β-(2-hydroxy-4-pyridyl)propionate). Reaction SMILES: C[O:2][C:3]1[CH:8]=[C:7]([CH2:9][CH2:10][C:11]([O:13][CH2:14][CH3:15])=[O:12])[CH:6]=[CH:5][N:4]=1.Cl.C(=O)([O-])[O-].[K+].[K+]>C(O)C.O>[OH:2][C:3]1[CH:8]=[C:7]([CH2:9][CH2:10][C:11]([O:13][CH2:14][CH3:15])=[O:12])[CH:6]=[CH:5][N:4]=1 |f:2.3.4|. Procedure details: Ethyl β-(2-methoxy-4-pyridyl)propionate (89.1 g) and ethanolic HCl (200 ml) were stirred under reflux in ethanol (900 ml) for 48 hours. The reaction mixture was evaporated under reduced pressure to give an oily residue which was dissolved in water (300 ml). This solution was taken to pH9 with potassium carbonate solution and extracted into ethyl acetate (6×250 ml). The combined ethyl acetate extracts were washed with water, dried over MgSO4 and evaporated under reduced pressure to afford an oil ... Starting materials: N#CCC1CCN(Cc2ccccc2)C1, CCO, Cl, [H][H]. The product is N#CCC1CCNC1, Cl. Reaction SMILES: [C:4](#[N:5])[CH2:6][CH:7]1[CH2:8][N:9]([CH2:12][c:13]2[cH:14][cH:15][cH:16][cH:17][cH:18]2)[CH2:10][CH2:11]1.[CH3:19][CH2:20][OH:21].[ClH:3].[H:1][H:2]>>[C:4](#[N:5])[CH2:6][CH:7]1[CH2:8][NH:9][CH2:10][CH2:11]1.[ClH:3].